This data is from the Open Reaction Database (ORD), a public repository of structured organic reaction records. The task is: describe an organic reaction: reactants, conditions, products, and yield The reactants are BrC=1C=C(N(C1)C1=CC=C(C=C1)CO[Si](C1=CC=CC=C1)(C1=CC=CC=C1)C(C)(C)C)C1=NN=NN1C(C1=CC=CC=C1)(C1=CC=CC=C1)C1=CC=CC=C1 (4-bromo-1-(4-tert-butyldiphenylsilyloxymethylphenyl)-2-(1-trityl-1H-tetrazol-5-yl)pyrrole), ClC(=O)OCC (Ethyl chloroformate), C(CCC)[Li] (n-butyl lithium). The solvent is O1CCCC1 (tetrahydrofuran), CN(CCN(C)C)C (N,N,N',N'-tetramethylethylenediamine). Conditions: time 2 hour. Product: [Si](C1=CC=CC=C1)(C1=CC=CC=C1)(C(C)(C)C)OCC1=CC=C(C=C1)N1C(=CC(=C1)C(=O)OCC)C1=NN=NN1C(C1=CC=CC=C1)(C1=CC=CC=C1)C1=CC=CC=C1 (1-(4-tert-butyldiphenylsilyloxymethylphenyl)-4-ethoxycarbonyl-2-(1-trityl-1H-tetrazol-5-yl)pyrrole). RXN SMILES: Br[C:2]1[CH:3]=[C:4]([C:32]2[N:36]([C:37]([C:50]3[CH:55]=[CH:54][CH:53]=[CH:52][CH:51]=3)([C:44]3[CH:49]=[CH:48][CH:47]=[CH:46][CH:45]=3)[C:38]3[CH:43]=[CH:42][CH:41]=[CH:40][CH:39]=3)[N:35]=[N:34][N:33]=2)[N:5]([C:7]2[CH:12]=[CH:11][C:10]([CH2:13][O:14][Si:15]([C:28]([CH3:31])([CH3:30])[CH3:29])([C:22]3[CH:27]=[CH:26][CH:25]=[CH:24][CH:23]=3)[C:16]3[CH:21]=[CH:20][CH:19]=[CH:18][CH:17]=3)=[CH:9][CH:8]=2)[CH:6]=1.C([Li])CCC.Cl[C:62]([O:64][CH2:65][CH3:66])=[O:63]>O1CCCC1.CN(C)CCN(C)C>[Si:15]([O:14][CH2:13][C:10]1[CH:11]=[CH:12][C:7]([N:5]2[CH:6]=[C:2]([C:62]([O:64][CH2:65][CH3:66])=[O:63])[CH:3]=[C:4]2[C:32]2[N:36]([C:37]([C:38]3[CH:43]=[CH:42][CH:41]=[CH:40][CH:39]=3)([C:50]3[CH:55]=[CH:54][CH:53]=[CH:52][CH:51]=3)[C:44]3[CH:49]=[CH:48][CH:47]=[CH:46][CH:45]=3)[N:35]=[N:34][N:33]=2)=[CH:8][CH:9]=1)([C:28]([CH3:29])([CH3:31])[CH3:30])([C:22]1[CH:27]=[CH:26][CH:25]=[CH:24][CH:23]=1)[C:16]1[CH:17]=[CH:18][CH:19]=[CH:20][CH:21]=1. Procedure: To a stirred solution of 4-bromo-1-(4-tert-butyldiphenylsilyloxymethylphenyl)-2-(1-trityl-1H-tetrazol-5-yl)pyrrole (500 mg) in a mixture of tetrahydrofuran (5 ml) and N,N,N',N'-tetramethylethylenediamine (0.19 ml) was added n-butyl lithium (0.41 ml; 1.6M in n-hexane) at --78° C. under nitrogen atmosphere and the mixture was stirred at the same temperature for half an hour. Ethyl chloroformate (0.3 ml) was added to the mixture at the same temperature and the resulting mixture was stirred at -78° ... The reactants are O=C([O-])O, CCOC(=O)Nc1ccc([N+](=O)[O-])cc1OC, CCO, Cl, [Fe], [Na+]. Yields the product CCOC(=O)Nc1ccc(N)cc1OC. RXN SMILES: [C:19](=[O:20])([OH:21])[O-:22].[CH2:1]([CH3:2])[O:3][C:4]([NH:5][c:6]1[c:7]([O:15][CH3:16])[cH:8][c:9]([N+:12]([O-:13])=[O:14])[cH:10][cH:11]1)=[O:17].[CH3:24][CH2:25][OH:26].[ClH:18].[Fe:27].[Na+:23]>>[CH2:1]([CH3:2])[O:3][C:4]([NH:5][c:6]1[c:7]([O:15][CH3:16])[cH:8][c:9]([NH2:12])[cH:10][cH:11]1)=[O:17]. Starting materials: C1(CCCC1)CC(C(=O)O)N1N=CC(=CC1=O)OC1=NC=CC(=N1)C(F)(F)F (3-cyclopentyl-2-[6-oxo-4-(4-trifluoromethyl-pyrimidin-2-yloxy)-6H-pyridazin-1-yl]-propionic acid), CC1(OC[C@H](O1)CN1N=C(C=C1)N)C (1-((R)-2,2-dimethyl-[1,3]dioxolan-4-ylmethyl)-1H-pyrazol-3-ylamine), C1(CCCC1)CC(C(=O)O)N1N=CC(=CC1=O)OC1=NC=CC(=N1)C(F)(F)F (3-cyclopentyl-2-[6-oxo-4-(4-trifluoromethyl-pyrimidin-2-yloxy)-6H-pyridazin-1-yl]-propionic acid), CC1(OC[C@H](O1)CN1N=C(C=C1)N)C (1-((R)-2,2-dimethyl-[1,3]dioxolan-4-ylmethyl)-1H-pyrazol-3-ylamine). The product is C1(CCCC1)CC(C(=O)NC1=NN(C=C1)C[C@H]1OC(OC1)(C)C)N1N=CC(=CC1=O)OC1=NC=CC(=N1)C(F)(F)F (3-cyclopentyl-N-[1-((R)-2,2-dimethyl-[1,3]dioxolan-4-ylmethyl)-1H-pyrazol-3-yl]-2-[6-oxo-4-(4-trifluoromethyl-pyrimidin-2-yloxy)-6H-pyridazin-1-yl]-propionamide). RXN SMILES: [CH:1]1([CH2:6][CH:7]([N:11]2[C:16](=[O:17])[CH:15]=[C:14]([O:18][C:19]3[N:24]=[C:23]([C:25]([F:28])([F:27])[F:26])[CH:22]=[CH:21][N:20]=3)[CH:13]=[N:12]2)[C:8](O)=[O:9])[CH2:5][CH2:4][CH2:3][CH2:2]1.[CH3:29][C:30]1([CH3:42])[O:34][C@H:33]([CH2:35][N:36]2[CH:40]=[CH:39][C:38]([NH2:41])=[N:37]2)[CH2:32][O:31]1>>[CH:1]1([CH2:6][CH:7]([N:11]2[C:16](=[O:17])[CH:15]=[C:14]([O:18][C:19]3[N:24]=[C:23]([C:25]([F:26])([F:28])[F:27])[CH:22]=[CH:21][N:20]=3)[CH:13]=[N:12]2)[C:8]([NH:41][C:38]2[CH:39]=[CH:40][N:36]([CH2:35][C@@H:33]3[CH2:32][O:31][C:30]([CH3:42])([CH3:29])[O:34]3)[N:37]=2)=[O:9])[CH2:2][CH2:3][CH2:4][CH2:5]1. Procedure details: Using the method described in Example 49, 3-cyclopentyl-2-[6-oxo-4-(4-trifluoromethyl-pyrimidin-2-yloxy)-6H-pyridazin-1-yl]-propionic acid (Intermediate 87) and 1-((R)-2,2-dimethyl-[1,3]dioxolan-4-ylmethyl)-1H-pyrazol-3-ylamine (Intermediate 4) afforded 3-cyclopentyl-N-[1-((R)-2,2-dimethyl-[1,3]dioxolan-4-ylmethyl)-1H-pyrazol-3-yl]-2-[6-oxo-4-(4-trifluoromethyl-pyrimidin-2-yloxy)-6H-pyridazin-1-yl]-propionamide as an off-white solid as a mixture of diastereoisomers (401.4 mg, 66%). Procedure details: Prepared from rac-N2-(5-fluoro-indan-1-yl)-4H-benzo[d][1,3]oxazine-2,6-diamine (Example 11) (300 mg, 1.01 mmol) and chloroacetyl chloride (85 ul, 1.06 mmol) according to the procedure described for Example 3 step A. Obtained the title compound as a light brown foam (370 mg, 98%), MS (ISP) m/e=374.2 [(M+H)+] and 376 [(M+2+H)+]. RXN SMILES: [F:1][C:2]1[CH:3]=[C:4]2[C:8](=[CH:9][CH:10]=1)[CH:7]([NH:11][C:12]1[O:13][CH2:14][C:15]3[CH:21]=[C:20]([NH2:22])[CH:19]=[CH:18][C:16]=3[N:17]=1)[CH2:6][CH2:5]2.[Cl:23][CH2:24][C:25](Cl)=[O:26]>>[Cl:23][CH2:24][C:25]([NH:22][C:20]1[CH:19]=[CH:18][C:16]2[N:17]=[C:12]([NH:11][CH:7]3[C:8]4[C:4](=[CH:3][C:2]([F:1])=[CH:10][CH:9]=4)[CH2:5][CH2:6]3)[O:13][CH2:14][C:15]=2[CH:21]=1)=[O:26]. The yield is 98.0%. The reactants are FC=1C=C2CCC(C2=CC1)NC=1OCC2=C(N1)C=CC(=C2)N (rac-N2-(5-Fluoro-indan-1-yl)-4H-benzo[d][1,3]oxazine-2,6-diamine), ClCC(=O)Cl (chloroacetyl chloride). Yields the product ClCC(=O)NC1=CC2=C(N=C(OC2)NC2CCC3=CC(=CC=C23)F)C=C1 (rac-2-Chloro-N-[2-(5-fluoro-indan-1-ylamino)-4H-benzo[d][1,3]oxazin-6-yl]-acetamide).